Task: describe an organic reaction: reactants, conditions, products, and yield. Dataset: the Open Reaction Database (ORD), a public repository of structured organic reaction records RXN SMILES: [CH3:1][O:2][C:3]1[CH:16]=[CH:15][C:6]([CH2:7][N:8]2[CH:12]([CH3:13])[CH2:11][CH2:10][C:9]2=[O:14])=[CH:5][CH:4]=1.C[Si]([N-][Si](C)(C)C)(C)C.[Na+].I[CH2:28][CH3:29].[Cl-].[NH4+]>O1CCCC1>[CH2:28]([CH:10]1[CH2:11][CH:12]([CH3:13])[N:8]([CH2:7][C:6]2[CH:15]=[CH:16][C:3]([O:2][CH3:1])=[CH:4][CH:5]=2)[C:9]1=[O:14])[CH3:29] |f:1.2,4.5|. Reactants: COC1=CC=C(CN2C(CCC2C)=O)C=C1 (1-(4-methoxybenzyl)-5-methylpyrrolidin-2-one), C[Si](C)(C)[N-][Si](C)(C)C.[Na+] (sodium bis(trimethylsilyl)amide), [Cl-].[NH4+] (ammonium chloride), ICC (Iodoethane). Procedure details: To a solution of 1-(4-methoxybenzyl)-5-methylpyrrolidin-2-one (3.0 g) obtained in Step A in tetrahydrofuran (25 mL) was added sodium bis(trimethylsilyl)amide (1.9M tetrahydrofuran solution, 11 mL) at −78° C. under nitrogen atmosphere, and the mixture was stirred at the same temperature for 1 hr. Iodoethane (2.2 mL) was added thereto, and the mixture was stirred overnight while it was allowed to be warmed. To the reaction mixture was added saturated aqueous ammonium chloride solution, and the mix... Conditions: time 1 hour. The product is C(C)C1C(N(C(C1)C)CC1=CC=C(C=C1)OC)=O (3-ethyl-1-(4-methoxybenzyl)-5-methylpyrrolidin-2-one). Run in O1CCCC1 (tetrahydrofuran). Reactants: C(C)(=O)OC=1C2=NC(C(N=C2C=C(C1OC)OC)=O)=O (5-Acetoxy-6,7-dimethoxy-2,3-quinoxalinedione), [OH-].[Na+] (Sodium hydroxide), Cl (HCl). Run in O (water). The product is OC=1C2=NC(C(N=C2C=C(C1OC)OC)=O)=O (5-Hydroxy-6,7-dimethoxy-2,3-quinoxalinedione). Isolated yield 91.0%. RXN SMILES: C([O:4][C:5]1[C:6]2[C:11]([CH:12]=[C:13]([O:17][CH3:18])[C:14]=1[O:15][CH3:16])=[N:10][C:9](=[O:19])[C:8](=[O:20])[N:7]=2)(=O)C.[OH-].[Na+].Cl>O>[OH:4][C:5]1[C:6]2[C:11]([CH:12]=[C:13]([O:17][CH3:18])[C:14]=1[O:15][CH3:16])=[N:10][C:9](=[O:19])[C:8](=[O:20])[N:7]=2 |f:1.2|. Procedure details: 5-Acetyloxy-6,7-dimethoxy-2,3-quinoxalinedione (47) (30 mg, 0.107 mmol) was added to a single-necked 15-mL flask. Sodium hydroxide aqueous solution (2 N, 1 mL) was added to the flask under nitrogen with stirring. The solution was then stirred at room temperature for 24 h. The solution was diluted with water (3 mL) and then acidified with HCl (4 N, 1 mL) to pH=2 to give a brown solid, which was collected by filtration and dried in vacuo, giving 23 mg (86%) of the title compound; mp 285-286° C. (d... The reactants are [Si](C)(C)(C(C)(C)C)O[C@@H]1C=C[C@@H](C1)OCC(=O)OC (Methyl 2-(((1R,4S)-4-((tert-butyldimethylsilyl)oxy)cyclopent-2-en-1-yl)oxy)acetate), CC(C)C[AlH]CC(C)C (DIBAL-H), O([Sn](CCCC)(CCCC)CCCC)[Sn](CCCC)(CCCC)CCCC ((nBu3Sn)2O), [SiH2](C1=CC=CC=C1)C1=CC=CC=C1 (Ph2SiH2), CC(C)(C#N)N=NC(C)(C)C#N (AIBN). The solvent is CCOCC (Et2O), Cl (HCl), C(Cl)Cl (CH2Cl2), CCO (EtOH). Reaction conditions: time 1 hour. Yields the product [Si](C)(C)(C(C)(C)C)O[C@@H]1C[C@H]2[C@H](OC[C@@H]2O)C1 ((3R,3aR,5R,6aR)-5-((tert-butyldimethylsilyl)oxy)hexahydro-2H-cyclopenta[b]furan-3-ol). Yield: 63.6%. Reaction SMILES: [Si:1]([O:8][C@H:9]1[CH2:13][C@@H:12]([O:14][CH2:15][C:16]([O:18]C)=O)[CH:11]=[CH:10]1)([C:4]([CH3:7])([CH3:6])[CH3:5])([CH3:3])[CH3:2].CC(C[AlH]CC(C)C)C.O([Sn](CCCC)(CCCC)CCCC)[Sn](CCCC)(CCCC)CCCC.[SiH2](C1C=CC=CC=1)C1C=CC=CC=1.CC(N=NC(C#N)(C)C)(C#N)C>C(Cl)Cl.CCOCC.Cl.CCO>[Si:1]([O:8][C@H:9]1[CH2:13][C@H:12]2[O:14][CH2:15][C@H:16]([OH:18])[C@H:11]2[CH2:10]1)([C:4]([CH3:7])([CH3:6])[CH3:5])([CH3:3])[CH3:2]. Reported procedure: A solution of methyl ester 10 (87.2 mg, 0.304 mmol) in dry CH2Cl2 (8 mL) was cooled to −78° C. under argon. DIBAL-H (1M sol. in hexanes, 0.40 mL) was added slowly and the reaction mixture was stirred for 1 h at this temperature. The reaction was quenched by addition of MeOH (100 μL) and the mixture was warmed to rt. A pH 7 phosphate buffer (0.5M solution, 2 mL) was added. The aqueous phase was extracted with CH2Cl2 (3×) and the combined organic phase washed with brine, dried (Na2SO4), filtered, ... The reactants are ClC1=CC2=C(OC3=C(CN2C(=O)Cl)C=CC=C3)C=C1 (8-chlorodibenz[b,f][1,4]-oxazepine-10(11H)-carbonyl chloride), N1=C(C=CC=C1)N1CCNCC1 (1-(2-pyridyl)piperazine). The product is ClC1=CC2=C(OC3=C(CN2C(=O)N2CCN(CC2)C2=NC=CC=C2)C=CC=C3)C=C1 (8-chloro-10,11-dihydro-10-[[4-(2-pyridinyl)-1-piperazinyl]carbonyl]dibenz[b,f][1,4]oxazepine). The yield is 81.1%. RXN SMILES: [Cl:1][C:2]1[CH:19]=[CH:18][C:5]2[O:6][C:7]3[CH:17]=[CH:16][CH:15]=[CH:14][C:8]=3[CH2:9][N:10]([C:11](Cl)=[O:12])[C:4]=2[CH:3]=1.[N:20]1[CH:25]=[CH:24][CH:23]=[CH:22][C:21]=1[N:26]1[CH2:31][CH2:30][NH:29][CH2:28][CH2:27]1>>[Cl:1][C:2]1[CH:19]=[CH:18][C:5]2[O:6][C:7]3[CH:17]=[CH:16][CH:15]=[CH:14][C:8]=3[CH2:9][N:10]([C:11]([N:29]3[CH2:30][CH2:31][N:26]([C:21]4[CH:22]=[CH:23][CH:24]=[CH:25][N:20]=4)[CH2:27][CH2:28]3)=[O:12])[C:4]=2[CH:3]=1. Procedure details: The title compound of Example 2 (1.0 g, 3.4 mmol) was combined with 1-(2-pyridyl)piperazine (0.56 g, 3.4 mmol) and the reaction was carried out by the method of Example 4. Following chromatographic purification, 1.16 g of the title product was obtained. The reactants are C#CC, CCN(C(C)C)C(C)C, [Cu]I, COc1ccc(I)c(NC(=O)C(F)(F)F)c1OC(C)C, CN(C)C=O. Product: CC#Cc1ccc(OC)c(OC(C)C)c1NC(=O)C(F)(F)F. RXN SMILES: [CH3:30][C:31]#[CH:32].[CH:21]([CH3:22])([CH3:23])[N:24]([CH2:25][CH3:26])[CH:27]([CH3:28])[CH3:29].[Cu:38][I:39].[I:1][c:2]1[cH:3][cH:4][c:5]([O:19][CH3:20])[c:6]([O:15][CH:16]([CH3:17])[CH3:18])[c:7]1[NH:8][C:9]([C:10]([F:11])([F:12])[F:13])=[O:14].[O:33]=[CH:34][N:35]([CH3:36])[CH3:37]>>[c:2]1([C:22]#[C:21][CH3:23])[cH:3][cH:4][c:5]([O:19][CH3:20])[c:6]([O:15][CH:16]([CH3:17])[CH3:18])[c:7]1[NH:8][C:9]([C:10]([F:11])([F:12])[F:13])=[O:14]. Reactants: C1CCNCC1, [Cl-], ClC1CCCc2cccnc21, Cl, [Na+], O. Product: c1cnc2c(c1)CCCC2N1CCCCC1. RXN SMILES: [CH2:1]1[CH2:2][CH2:3][NH:4][CH2:5][CH2:6]1.[Cl-:20].[Cl:8][CH:9]1[CH2:10][CH2:11][CH2:12][c:13]2[cH:14][cH:15][cH:16][n:17][c:18]21.[ClH:7].[Na+:19].[OH2:21]>>[CH2:1]1[CH2:2][CH2:3][N:4]([CH:9]2[CH2:10][CH2:11][CH2:12][c:13]3[cH:14][cH:15][cH:16][n:17][c:18]32)[CH2:5][CH2:6]1.